From a dataset of the Open Reaction Database (ORD), a public repository of structured organic reaction records. describe an organic reaction: reactants, conditions, products, and yield Starting materials: ClC=1C(=CC(=C(C1)O)S(=O)(=O)N1CCCCC2=C1C=CC=C2)N2C(C1=CC=CC=C1C2=O)=O (5-chloro-2-(2,3,4,5-tetrahydro-1H-1-benzoazepin-1-yl-sulfonyl)-4-(1,3-dioxo-1,3-dihydroisoindol-2-yl)phenol), C([O-])([O-])=O.[K+].[K+] (potassium carbonate), BrCC(=O)OCC (ethyl bromoacetate). As a reaction SMILES: [Cl:1][C:2]1[C:3]([N:23]2[C:31](=[O:32])[C:30]3[C:25](=[CH:26][CH:27]=[CH:28][CH:29]=3)[C:24]2=[O:33])=[CH:4][C:5]([S:9]([N:12]2[C:18]3[CH:19]=[CH:20][CH:21]=[CH:22][C:17]=3[CH2:16][CH2:15][CH2:14][CH2:13]2)(=[O:11])=[O:10])=[C:6]([OH:8])[CH:7]=1.C(=O)([O-])[O-].[K+].[K+].Br[CH2:41][C:42]([O:44][CH2:45][CH3:46])=[O:43]>CN(C)C=O.C(OCC)(=O)C>[Cl:1][C:2]1[C:3]([N:23]2[C:24](=[O:33])[C:25]3[C:30](=[CH:29][CH:28]=[CH:27][CH:26]=3)[C:31]2=[O:32])=[CH:4][C:5]([S:9]([N:12]2[C:18]3[CH:19]=[CH:20][CH:21]=[CH:22][C:17]=3[CH2:16][CH2:15][CH2:14][CH2:13]2)(=[O:10])=[O:11])=[C:6]([CH:7]=1)[O:8][CH2:41][C:42]([O:44][CH2:45][CH3:46])=[O:43] |f:1.2.3|. Procedure details: To a suspension of 5-chloro-2-(2,3,4,5-tetrahydro-1H-1-benzoazepin-1-yl-sulfonyl)-4-(1,3-dioxo-1,3-dihydroisoindol-2-yl)phenol (0.26 g) and potassium carbonate (0.11 g) in N,N-dimethylformamide (3 mL) was added ethyl bromoacetate (0.078 mL), and the mixture was stirred at room temperature for 2 hours. The reaction mixture was diluted with ethyl acetate, and the resulting mixture was washed with water and brine, and dried over anhydrous magnesium sulfate. The solvent was removed under reduced pre... Reaction conditions: time 2 hour. Run in C(C)(=O)OCC (ethyl acetate), CN(C=O)C (N,N-dimethylformamide). Yields the product ClC=1C(=CC(=C(OCC(=O)OCC)C1)S(=O)(=O)N1CCCCC2=C1C=CC=C2)N2C(C1=CC=CC=C1C2=O)=O (ethyl 2-[5-chloro-2-(2,3,4,5-tetrahydro-1H-1-benzoazepin-1-yl-sulfonyl)-4-(1,3-dioxo-1,3-dihydroisoindol-2-yl)phenoxy]acetate). Reactants: C(CN)N (ethylenediamine). Run in CO (methanol). Reaction conditions: time 6 hour. Yields the product C=CC=C.C=CC1=CC=CC=C1 (butadiene-styrene copolymer). As a reaction SMILES: [CH2:1](N)[CH2:2]N>CO>[CH2:1]=[CH:2][CH:1]=[CH2:2].[CH2:1]=[CH:2][C:2]1[CH:1]=[CH:1][CH:2]=[CH:1][CH:2]=1 |f:2.3|. Procedure details: The inside of the system with a 2 lit. capacity autoclave of stainless steel was fully purged with nitrogen gas and 985 cc of toluene, 13 cc of tetrahydrofuran, 135 cc of styrene, 900 cc of butadiene and 10 cc of a butyl lithium solution were put in the autoclave. The mixture solution thus formed was reacted at 70° C. for 3 hr. After sampling of a part of the reaction mixture solution in an amount of 100 cc, 25 g of ethylenediamine was added to the remaining solution to perform a further isomeri...